From a dataset of the Open Reaction Database (ORD), a public repository of structured organic reaction records. describe an organic reaction: reactants, conditions, products, and yield Starting materials: CN1CCN(CC1)C=1C=C(C=CC1)O (3-(4-methylpiperazin-1-yl)phenol), NC=1C=CC=C2C=CC(=CC12)O (8-aminonaphthalen-2-ol), C([O-])([O-])=O.[Na+].[Na+] (sodium carbonate). Reaction SMILES: [CH3:1][N:2]1[CH2:7][CH2:6][N:5]([C:8]2[CH:9]=[C:10](O)[CH:11]=[CH:12][CH:13]=2)[CH2:4][CH2:3]1.NC1C=CC=C2C=1[CH:24]=[C:23]([OH:26])[CH:22]=[CH:21]2.C(=O)([O-])[O-].[Na+].[Na+]>C(O)CCC>[CH3:1][N:2]1[CH2:7][CH2:6][N:5]([C:8]2[CH:13]=[CH:12][CH:11]=[C:10]3[C:9]=2[CH:24]=[C:23]([OH:26])[CH:22]=[CH:21]3)[CH2:4][CH2:3]1 |f:2.3.4|. Procedure details: Compound 16A is prepared according to the same procedure as 13A, using the following reactants: 8-aminonaphthalen-2-ol (1.6 g, 10 mmol) 2-chloro-N-(2-chloroethyl)-N-methylethanamine hydrochloride (2 g, 10.4 mmol), sodium carbonate (0.54 g, 5 mmol), 1-butanol (20 ml). The product is CN1CCN(CC1)C=1C=CC=C2C=CC(=CC12)O (8-(4-methylpiperazin-1-yl)naphthalen-2-ol). The yield is 48.0%. Solvent: C(CCC)O (1-butanol). The reactants are ClCCl, [Na+], O=C([O-])O, OCc1c[nH]c(-c2cccs2)n1. The product is O=Cc1c[nH]c(-c2cccs2)n1. Reaction SMILES: [CH2:18]([Cl:19])[Cl:20].[Na+:17].[O-:13][C:14]([OH:15])=[O:16].[s:1]1[c:2](-[c:6]2[nH:7][cH:8][c:9]([CH2:11][OH:12])[n:10]2)[cH:3][cH:4][cH:5]1>>[s:1]1[c:2](-[c:6]2[nH:7][cH:8][c:9]([CH:11]=[O:12])[n:10]2)[cH:3][cH:4][cH:5]1. Procedure details: Methyl magnesium bromide (5.0 mL of a 3.0M solution in ether, 15 mmol) was added dropwise at 0° C. to a solution of 11-[1,1-dimethylethyl]-9-oxo-2,3,6,7-tetrahydro-1H,5H-[1]benzopyrano[6,7,8-ij]quinolizine (2.68 g, 9.03 mmol, prepared in Example 34 above) in dry tetrahydrofuran (10 mL) and the solution was allowed to stand at room temperature for about 17 hours. The reaction mixture was then cooled again to 0° C. and more methyl magnesium bromide (1 mL of a 3M solution in ether, 3 mmol) was adde... The reactants are F[B-](F)(F)F.[H+] (tetrafluoroboric acid), solution, resultant mixture, C[Mg]Br (methyl magnesium bromide), solution, C[Mg]Br (Methyl magnesium bromide), solution, CC(C)(C)C=1OC=2C(C(C1)=O)=CC=1CCCN3CCCC2C13 (11-[1,1-dimethylethyl]-9-oxo-2,3,6,7-tetrahydro-1H,5H-[1]benzopyrano[6,7,8-ij]quinolizine). The yield is 44.0%. Conditions: temperature 0 celsius, time 17 hour. Solvent: O (water), CCOCC (ether), CCOCC (ether), O1CCCC1 (tetrahydrofuran). Reaction SMILES: [CH3:1][Mg]Br.[CH3:4][C:5]([C:8]1[O:9][C:10]2[C:11](=[CH:15][C:16]3[CH2:17][CH2:18][CH2:19][N:20]4[C:25]=3[C:24]=2[CH2:23][CH2:22][CH2:21]4)[C:12](=O)[CH:13]=1)([CH3:7])[CH3:6].[F:26][B-:27]([F:30])([F:29])[F:28].[H+]>CCOCC.O1CCCC1.O>[F:26][B-:27]([F:30])([F:29])[F:28].[CH3:4][C:5]([CH:8]1[CH:13]=[C:12]([CH3:1])[C:11]2=[CH:15][C:16]3[CH2:17][CH2:18][CH2:19][N:20]4[C:25]=3[C:24]([CH3+:23][CH2:22][CH2:21]4)=[C:10]2[O:9]1)([CH3:7])[CH3:6] |f:2.3,7.8|. Yields the product F[B-](F)(F)F.CC(C)(C)C1OC=2C(C(=C1)C)=CC=1CCCN3CC[CH3+]C2C13 (11-[1,1-dimethylethyl]-9-methyl-2,3,6,7-tetrahydro-1H,5H-[1]benzopyrano[6,7,8-ij]quinolizinium tetrafluoroborate). Starting materials: C(C)(C)(C)NC(=O)C1=CN(C2=NC=C(N=C21)C=2N=CN1C2C=CC=C1)COCC[Si](C)(C)C (2-imidazo[1,5-a]pyridin-1-yl-5-(2-trimethylsilanyl-ethoxymethyl)-5H-pyrrolo[2,3-b]pyrazine-7-carboxylic acid tert-butylamide). Reagents/catalysts: [Pt](=O)=O (platinum(IV) oxide). Run in C(=O)(C(F)(F)F)O (TFA). Reaction conditions: time 6 hour. The product is C(C)(C)(C)NC(=O)C1=CNC2=NC=C(N=C21)C=2N=CN1C2CCCC1 (2-(5,6,7,8-tetrahydro-imidazo[1,5-a]pyridin-1-yl)-5H-pyrrolo[2,3-b]pyrazine-7-carboxylic acid tert-butylamide). Isolated yield 25.6%. RXN SMILES: [C:1]([NH:5][C:6]([C:8]1[C:16]2[C:11](=[N:12][CH:13]=[C:14]([C:17]3[N:18]=[CH:19][N:20]4[CH:25]=[CH:24][CH:23]=[CH:22][C:21]=34)[N:15]=2)[N:10](COCC[Si](C)(C)C)[CH:9]=1)=[O:7])([CH3:4])([CH3:3])[CH3:2]>C(O)(C(F)(F)F)=O.[Pt](=O)=O>[C:1]([NH:5][C:6]([C:8]1[C:16]2[C:11](=[N:12][CH:13]=[C:14]([C:17]3[N:18]=[CH:19][N:20]4[CH2:25][CH2:24][CH2:23][CH2:22][C:21]=34)[N:15]=2)[NH:10][CH:9]=1)=[O:7])([CH3:4])([CH3:2])[CH3:3]. Procedure: To a solution of 2-imidazo[1,5-a]pyridin-1-yl-5-(2-trimethylsilanyl-ethoxymethyl)-5H-pyrrolo[2,3-b]pyrazine-7-carboxylic acid tert-butylamide (70 mg, 0.15 mmol) in TFA (2 mL) was added platinum(IV) oxide (7 mg, 0.03 mmol). The reaction mixture was stirred under hydrogen (balloon) for 6 h then filtered over Celite, rinsing with CH2Cl2. The filtrate was concentrated. The residue was dissolved in CH2Cl2 (3 mL) and treated with ethylenediamine (0.4 mL). The reaction mixture was stirred for 1 h then ... Reactants: P(=O)(OC1=CC=CC=C1)(OC1=CC=CC=C1)Cl (diphenyl chlorophosphate), ice water, C(C)(C)NC(C)C (diisopropylamine), ClC=1C=CC2=C(C(N3[C@H](C(N2)=O)CC3)=O)C1 ((S)-6-chloro-1,2,4,9,10,10a-hexahydro-azeto[2,1-c][1,4]benzodiazepine-4,10-dione), [Li+].CC(C)[N-]C(C)C (LDA), C(=O)=O (dry ice), [N+](#[C-])CC(=O)OCC (ethyl isocyanoacetate), [Cl-].[NH4+] (ammonium chloride), [N+](#[C-])CC(=O)OCC (ethyl isocyano- acetate). Solvent: C1CCOC1 (THF), C(CCC)[Li] (n-butyllithium), CCCCCC (hexane), C1CCOC1.CN1CCCN(C1=O)C (THF DMPU), C1CCOC1 (THF), C1CCOC1.CN1CCCN(C1=O)C (THF DMPU). Reaction conditions: time 40 minute. Yields the product [Li+].CC(C)[N-]C(C)C (LDA), ClC=1C=CC2=C(C(N3[C@H](C=4N2C=NC4C(=O)OCC)CC3)=O)C1 (ethyl (S)-7-chloro-12,12a-dihydro-9-oxo-9H,11H-azeto[2,1-c]imidazo[1,5-a][1,4]benzodiazepine-1-carboxylate). The yield is 54.0%. RXN SMILES: [Cl:1][C:2]1[CH:3]=[CH:4][C:5]2[NH:11][C:10](=O)[C@@H:9]3[CH2:13][CH2:14][N:8]3[C:7](=[O:15])[C:6]=2[CH:16]=1.[Li+:17].[CH3:18][CH:19]([N-:21][CH:22]([CH3:24])[CH3:23])[CH3:20].C(NC(C)C)(C)C.P(Cl)(OC1C=CC=CC=1)(OC1C=CC=CC=1)=O.[N+:49]([CH2:51][C:52]([O:54][CH2:55][CH3:56])=[O:53])#[C-:50].C(=O)=O.[Cl-].[NH4+]>C1COCC1.CN1C(=O)N(C)CCC1.C1COCC1.C([Li])CCC.CCCCCC>[Li+:17].[CH3:18][CH:19]([N-:21][CH:22]([CH3:24])[CH3:23])[CH3:20].[Cl:1][C:2]1[CH:3]=[CH:4][C:5]2[N:11]3[CH:50]=[N:49][C:51]([C:52]([O:54][CH2:55][CH3:56])=[O:53])=[C:10]3[C@@H:9]3[CH2:13][CH2:14][N:8]3[C:7](=[O:15])[C:6]=2[CH:16]=1 |f:1.2,7.8,9.10,14.15|. Procedure details: 23.6 g (0.1 mol) of (S)-6-chloro-1,2,4,9,10,10a-hexahydro-azeto[2,1-c][1,4]benzodiazepine-4,10-dione in 300 ml of THF/DMPU 5:1 were added dropwise under argon at about -75° to a LDA solution (prepared in the usual manner from 16 ml (0.11 mol) of diisopropylamine in 200 ml of THF and 69 ml of 1.6M n-butyllithium solution in hexane). The mixture was stirred for a further 40 min. 23 ml (0.11 mol) of diphenyl chlorophosphate were added dropwise thereto at about -75° and the mixture was stirred at -7... The reactants are BrCC(=O)C1=NC(=CC=C1)Br (2-bromo-1-(6-bromopyridin-2-yl)ethanone), N1CCOCC1 (morpholine). The solvent is O1CCCC1 (tetrahydrofuran), CN(C=O)C (dimethylformamide), C(C)(=O)OCC (ethyl acetate). Run at time 45 minute. Yields the product BrC1=CC=CC(=N1)C(CN1CCOCC1)=O (1-(6-Bromopyridin-2-yl)-2-morpholin-4-ylethanone). As a reaction SMILES: Br[CH2:2][C:3]([C:5]1[CH:10]=[CH:9][CH:8]=[C:7]([Br:11])[N:6]=1)=[O:4].[NH:12]1[CH2:17][CH2:16][O:15][CH2:14][CH2:13]1>O1CCCC1.CN(C)C=O.C(OCC)(=O)C>[Br:11][C:7]1[N:6]=[C:5]([C:3](=[O:4])[CH2:2][N:12]2[CH2:17][CH2:16][O:15][CH2:14][CH2:13]2)[CH:10]=[CH:9][CH:8]=1. Procedure: To a solution of 2-bromo-1-(6-bromopyridin-2-yl)ethanone (250 mg, 0.90 mmol) in tetrahydrofuran (1 mL) and dimethylformamide (1 mL) was added morpholine (0.18 mL, 2.0 mmol). After 45 minutes, the reaction mixture was diluted with ethyl acetate (30 mL) and washed with saturated aqueous sodium bicarbonate (15 mL) and brine (15 mL). The organic layer was dried over sodium sulfate, filtered, and concentrated to afford the title compound. Yields the product CN1C=C(C2=CC=CC=C12)C=1C(NC(C1C1=CN(C2=CC=CC=C12)C1=CC=CC=C1)=O)=O (3-(1-methyl-3-indolyl)-4-(1-phenyl-3-indolyl)-1H-pyrrole-2,5-dione). Run in CN(C)C=O (DMF). Reactants: CN1C=C(C2=CC=CC=C12)C=1C(OC(C1C1=CN(C2=CC=CC=C12)C1=CC=CC=C1)=O)=O (3-(1-methyl-3-indolyl)-4-(1-phenyl-3-indolyl)furan-2,5-dione), N (ammonia). RXN SMILES: [CH3:1][N:2]1[C:10]2[C:5](=[CH:6][CH:7]=[CH:8][CH:9]=2)[C:4]([C:11]2[C:12](=[O:32])[O:13][C:14](=O)[C:15]=2[C:16]2[C:24]3[C:19](=[CH:20][CH:21]=[CH:22][CH:23]=3)[N:18]([C:25]3[CH:30]=[CH:29][CH:28]=[CH:27][CH:26]=3)[CH:17]=2)=[CH:3]1.[NH3:33]>CN(C=O)C>[CH3:1][N:2]1[C:10]2[C:5](=[CH:6][CH:7]=[CH:8][CH:9]=2)[C:4]([C:11]2[C:12](=[O:32])[NH:33][C:14](=[O:13])[C:15]=2[C:16]2[C:24]3[C:19](=[CH:20][CH:21]=[CH:22][CH:23]=3)[N:18]([C:25]3[CH:30]=[CH:29][CH:28]=[CH:27][CH:26]=3)[CH:17]=2)=[CH:3]1. Procedure details: 150 mg of 3-(1-methyl-3-indolyl)-4-(1-phenyl-3-indolyl)furan-2,5-dione were treated with 3 ml of DMF and 10 ml of 33% aqueous ammonia at 80° C. for 4 hours. The mixture was cooled and extracted with ethyl acetate. The ethyl acetate extract was dried and concentrated. The residue was crystallized from ethyl acetate/hexane to give 120 mg of 3-(1-methyl-3-indolyl)-4-(1-phenyl-3-indolyl)-1H-pyrrole-2,5-dione, m.p. 135°-137° C. The reactants are CC(C)(C)OC(=O)NC1CN(CCOCc2ccccc2)c2ccccc2NC1=O, C[Si](C)(C)[N-][Si](C)(C)C, O=S(=O)(OCC(F)(F)F)C(F)(F)F, [Li+]. Yields the product CC(C)(C)OC(=O)NC1CN(CCOCc2ccccc2)c2ccccc2N(CC(F)(F)F)C1=O. Reaction SMILES: [C:1]([CH3:2])([CH3:3])([CH3:4])[O:5][C:6]([NH:7][CH:8]1[C:9](=[O:29])[NH:10][c:11]2[c:12]([cH:25][cH:26][cH:27][cH:28]2)[N:13]([CH2:15][CH2:16][O:17][CH2:18][c:19]2[cH:20][cH:21][cH:22][cH:23][cH:24]2)[CH2:14]1)=[O:30].[CH3:44][Si:45]([N-:46][Si:47]([CH3:48])([CH3:49])[CH3:50])([CH3:51])[CH3:52].[F:31][C:32]([F:33])([F:34])[S:35]([O:36][CH2:37][C:38]([F:39])([F:40])[F:41])(=[O:42])=[O:43].[Li+:53]>>[C:1]([CH3:2])([CH3:3])([CH3:4])[O:5][C:6]([NH:7][CH:8]1[C:9](=[O:29])[N:10]([CH2:37][C:38]([F:39])([F:40])[F:41])[c:11]2[c:12]([cH:25][cH:26][cH:27][cH:28]2)[N:13]([CH2:15][CH2:16][O:17][CH2:18][c:19]2[cH:20][cH:21][cH:22][cH:23][cH:24]2)[CH2:14]1)=[O:30]. Starting materials: FC1=CC=C(C(=O)NCC(=O)C=2SC=CC2)C=C1 (2-[(4-fluorobenzoylamino)acetyl]thiophene), [H-].[Na+] (sodium hydride), ice water, C(C=C)#N (acrylonitrile). Run in CN(C=O)C (N,N-dimethylformamide). Conditions: time 1 hour. Yields the product C(#N)CCC=1N=C(OC1C=1SC=CC1)C1=CC=C(C=C1)F (4-(2-cyanoethyl)-2-(4-fluorophenyl)-5-(2-thienyl)oxazole). As a reaction SMILES: [F:1][C:2]1[CH:18]=[CH:17][C:5]([C:6]([NH:8][CH2:9][C:10]([C:12]2[S:13][CH:14]=[CH:15][CH:16]=2)=[O:11])=O)=[CH:4][CH:3]=1.[H-].[Na+].[C:21](#[N:24])[CH:22]=[CH2:23]>CN(C)C=O>[C:21]([CH2:22][CH2:23][C:9]1[N:8]=[C:6]([C:5]2[CH:17]=[CH:18][C:2]([F:1])=[CH:3][CH:4]=2)[O:11][C:10]=1[C:12]1[S:13][CH:14]=[CH:15][CH:16]=1)#[N:24] |f:1.2|. Reported procedure: To a solution of 2-[(4-fluorobenzoylamino)acetyl]thiophene (527 mg) in N,N-dimethylformamide (10 ml) was added sodium hydride (88 mg, 60% mineral oil) under ice-cooling, and the mixture was stirred under argon atmosphere at room temperature for one hour. After ice-cooling, acrylonitrile (127 ml) was added to the mixture and the mixture was stirred at room temperature for 3 hours. After addition of ice-water, the mixture was extracted with ethyl acetate. The organic layer was washed with water an...